Dataset: the Open Reaction Database (ORD), a public repository of structured organic reaction records. Task: describe an organic reaction: reactants, conditions, products, and yield As a reaction SMILES: [CH3:1][c:2]1[cH:3][cH:4][c:5]([S:6]([O:7][CH2:12][CH:13]2[O:14][c:15]3[c:16]([cH:17][cH:18][c:19]4[n:20][c:21]([CH3:24])[o:22][c:23]34)[O:25][CH2:26]2)(=[O:8])=[O:9])[cH:10][cH:11]1.[CH3:44][S:45]([CH3:46])=[O:47].[F:27][C:28]([c:29]1[cH:30][c:31]([C:35]2([OH:41])[CH2:36][CH2:37][NH:38][CH2:39][CH2:40]2)[cH:32][cH:33][cH:34]1)([F:42])[F:43]>>[CH2:12]([CH:13]1[O:14][c:15]2[c:16]([cH:17][cH:18][c:19]3[n:20][c:21]([CH3:24])[o:22][c:23]23)[O:25][CH2:26]1)[N:38]1[CH2:37][CH2:36][C:35]([c:31]2[cH:30][c:29]([C:28]([F:27])([F:42])[F:43])[cH:34][cH:33][cH:32]2)([OH:41])[CH2:40][CH2:39]1. Starting materials: Cc1ccc(S(=O)(=O)OCC2COc3ccc4nc(C)oc4c3O2)cc1, CS(C)=O, OC1(c2cccc(C(F)(F)F)c2)CCNCC1. Yields the product Cc1nc2ccc3c(c2o1)OC(CN1CCC(O)(c2cccc(C(F)(F)F)c2)CC1)CO3. The reactants are CCCCNCCCC, CN(C)C=O, CN1Cc2c(-c3noc(CCl)n3)ncn2-c2ccccc2C1=O. Product: CCCCN(CCCC)Cc1nc(-c2ncn3c2CN(C)C(=O)c2ccccc2-3)no1. Reaction SMILES: [CH2:24]([CH2:25][CH2:26][CH3:27])[NH:28][CH2:29][CH2:30][CH2:31][CH3:32].[CH3:33][N:34]([CH3:35])[CH:36]=[O:37].[Cl:1][CH2:2][c:3]1[n:4][c:5](-[c:8]2[n:9][cH:10][n:11]3[c:12]2[CH2:13][N:14]([CH3:23])[C:15](=[O:22])[c:16]2[c:17]-3[cH:18][cH:19][cH:20][cH:21]2)[n:6][o:7]1>>[CH2:2]([c:3]1[n:4][c:5](-[c:8]2[n:9][cH:10][n:11]3[c:12]2[CH2:13][N:14]([CH3:23])[C:15](=[O:22])[c:16]2[c:17]-3[cH:18][cH:19][cH:20][cH:21]2)[n:6][o:7]1)[N:28]([CH2:24][CH2:25][CH2:26][CH3:27])[CH2:29][CH2:30][CH2:31][CH3:32]. The reactants are Cl.OC1=CC=C(C=C1)C1=CN=C2C(=N1)N(C(N2)=O)CC2NCCC2 (6-(4-Hydroxyphenyl)-1-(pyrrolidin-2-ylmethyl)-1H-imidazo[4,5-b]pyrazin-2(3H)-one hydrochloride), Cl (hydrochloric acid), tert-Butyl 2-4-((6-(4-hydroxyphenyl)-2-oxo-2,3-dihydro-1H-imidazo[4,5-b]pyrazin-1-yl)methyl)pyrrolidine-1-carboxylate. Run in O1CCOCC1 (1,4-dioxane), O1CCOCC1 (1,4-dioxane). Reaction conditions: time 48 hour. Product: OC1=CC=C(C=C1)C1=CN=C2C(=N1)N(C(N2)=O)CC2NCCC2 (6-(4-HYDROXYPHENYL)-1-(PYRROLIDIN-2-YLMETHYL)-1H-IMIDAZO[4,5-B]PYRAZIN-2(3H)-ONE). Isolated yield 61.0%. Reaction SMILES: Cl.[OH:2][C:3]1[CH:8]=[CH:7][C:6]([C:9]2[N:14]=[C:13]3[N:15]([CH2:19][CH:20]4[CH2:24][CH2:23][CH2:22][NH:21]4)[C:16](=[O:18])[NH:17][C:12]3=[N:11][CH:10]=2)=[CH:5][CH:4]=1.Cl>O1CCOCC1>[OH:2][C:3]1[CH:4]=[CH:5][C:6]([C:9]2[N:14]=[C:13]3[N:15]([CH2:19][CH:20]4[CH2:24][CH2:23][CH2:22][NH:21]4)[C:16](=[O:18])[NH:17][C:12]3=[N:11][CH:10]=2)=[CH:7][CH:8]=1 |f:0.1|. Reported procedure: 6-(4-Hydroxyphenyl)-1-(pyrrolidin-2-ylmethyl)-1H-imidazo[4,5-b]pyrazin-2(3H)-one hydrochloride. tert-Butyl 2-4-((6-(4-hydroxyphenyl)-2-oxo-2,3-dihydro-1H-imidazo[4,5-b]pyrazin-1-yl)methyl)pyrrolidine-1-carboxylate (0.21g., 0.52 mmol) was dissolved in 1,4-dioxane (3 mL), 1M hydrochloric acid in 1,4-dioxane (1 mL) was added and the mixture was stirred at rt for 48 h. The solvent was removed, the resulting residue was triturated with methanol and filtered to yield the title compound (0.11 g., 61% y...